From a dataset of the Open Reaction Database (ORD), a public repository of structured organic reaction records. describe an organic reaction: reactants, conditions, products, and yield Reactants: ClC(=CC(C#N)(C1=CC=CC=C1)C1=CC=CC=C1)C (4-chloro-2,2-diphenylpentenenitrile), C(C)(C)(C)C=1C=C(C=C(C1O)C)SC1=CC(=C(C(=C1)C)O)C(C)(C)C (bis(3-t-butyl-4-hydroxy-5-methylphenyl) sulfide), ClCCCl (1,2-dichloroethane), ClC1=CC(=CC=C1)C(=O)OO (3-chloroperbenzoic acid), ClCCCl (1,2-dichloroethane), S(=O)([O-])[O-].[Na+].[Na+] (Sodium sulfite), starch iodide, peracid. Product: ClCC(CC(C#N)(C1=CC=CC=C1)C1=CC=CC=C1)=O (5-chloro-4-oxo-2,2-diphenylpentanenitrile). Reaction SMILES: ClC(C)=[CH:3][C:4]([C:13]1[CH:18]=[CH:17][CH:16]=[CH:15][CH:14]=1)([C:7]1[CH:12]=[CH:11][CH:10]=[CH:9][CH:8]=1)[C:5]#[N:6].C(C1C=C(SC2C=C(C)C(O)=C(C(C)(C)C)C=2)C=C(C)C=1[OH:30])(C)(C)C.ClC1C=CC=C(C(OO)=O)C=1.S([O-])([O-])=O.[Na+].[Na+].[Cl:62][CH2:63][CH2:64]Cl>>[Cl:62][CH2:63][C:64](=[O:30])[CH2:3][C:4]([C:13]1[CH:18]=[CH:17][CH:16]=[CH:15][CH:14]=1)([C:7]1[CH:12]=[CH:11][CH:10]=[CH:9][CH:8]=1)[C:5]#[N:6] |f:3.4.5|. Reported procedure: A 265 g. portion of 4-chloro-2,2-diphenylpentenenitrile and 3.84 g. of bis(3-t-butyl-4-hydroxy-5-methylphenyl) sulfide were dissolved in 1 liter of 1,2-dichloroethane and heated to the reflux temperature, about 75°-80° C. To the mixture was added dropwise a solution of 276.9 g. of 3-chloroperbenzoic acid dissolved in 2.5 liters of 1,2-dichloroethane. The resulting solution was heated for 24 hours, and was then cooled to ambient temperature. Sodium sulfite solution was added until starch-iodide p... The reactants are O=C([O-])[O-], CNCCCl, CC#N, Cc1cc(C2CCC(c3nnc4n3-c3ccc(Cl)cc3CNC4)CC2)no1, Cl, [Cs+], [Cs+]. The product is CNCCN1Cc2cc(Cl)ccc2-n2c(nnc2C2CCC(c3cc(C)on3)CC2)C1. As a reaction SMILES: [C:28](=[O:29])([O-:30])[O-:31].[CH3:35][NH:36][CH2:37][CH2:38][Cl:39].[CH3:40][C:41]#[N:42].[Cl:1][c:2]1[cH:3][c:4]2[c:5]([cH:26][cH:27]1)-[n:6]1[c:7]([CH:14]3[CH2:15][CH2:16][CH:17]([c:20]4[n:21][o:22][c:23]([CH3:25])[cH:24]4)[CH2:18][CH2:19]3)[n:8][n:9][c:10]1[CH2:11][NH:12][CH2:13]2.[ClH:34].[Cs+:32].[Cs+:33]>>[Cl:1][c:2]1[cH:3][c:4]2[c:5]([cH:26][cH:27]1)-[n:6]1[c:7]([CH:14]3[CH2:15][CH2:16][CH:17]([c:20]4[n:21][o:22][c:23]([CH3:25])[cH:24]4)[CH2:18][CH2:19]3)[n:8][n:9][c:10]1[CH2:11][N:12]([CH2:38][CH2:37][NH:36][CH3:35])[CH2:13]2.